describe an organic reaction: reactants, conditions, products, and yield From a dataset of the Open Reaction Database (ORD), a public repository of structured organic reaction records. The reactants are [I-], [K+], N#C[K], CN(C)C=O, O, CS(=O)(=O)OCCC1CCCc2cc(S(=O)(=O)c3ccccc3)ccc21. Yields the product N#CCCC1CCCc2cc(S(=O)(=O)c3ccccc3)ccc21. Reaction SMILES: [I-:31].[K+:30].[K:27][C:28]#[N:29].[O:33]=[CH:34][N:35]([CH3:36])[CH3:37].[OH2:32].[c:1]1([S:7](=[O:8])(=[O:9])[c:10]2[cH:11][c:12]3[c:17]([cH:18][cH:19]2)[CH:16]([CH2:20][CH2:21][O:22][S:23]([CH3:24])(=[O:25])=[O:26])[CH2:15][CH2:14][CH2:13]3)[cH:2][cH:3][cH:4][cH:5][cH:6]1>>[c:1]1([S:7](=[O:8])(=[O:9])[c:10]2[cH:11][c:12]3[c:17]([cH:18][cH:19]2)[CH:16]([CH2:20][CH2:21][C:28]#[N:29])[CH2:15][CH2:14][CH2:13]3)[cH:2][cH:3][cH:4][cH:5][cH:6]1. Reactants: CCO, N#CCc1ccc(Cl)c(C(=O)O)c1, [K+], [OH-], O. Yields the product O=C(O)Cc1ccc(Cl)c(C(=O)O)c1. As a reaction SMILES: [CH3:17][CH2:18][OH:19].[Cl:3][c:4]1[c:5]([C:6](=[O:7])[OH:8])[cH:9][c:10]([CH2:13][C:14]#[N:15])[cH:11][cH:12]1.[K+:2].[OH-:1].[OH2:16]>>[O:1]=[C:14]([CH2:13][c:10]1[cH:9][c:5]([C:6](=[O:7])[OH:8])[c:4]([Cl:3])[cH:12][cH:11]1)[OH:16]. Reactants: CC(C)(C)[Si](OCCCC1=NC=CC=2C(=CC=CC12)C#N)(C)C (1-(3-{[(1,1-Dimethylethyl)(dimethyl)silyl]oxy}propyl)-5-isoquinolinecarbonitrile), C(C)O (ethanol), C([O-])(O)=O.[Na+] (sodium bicarbonate), Cl.NO (hydroxylamine hydrochloride). Solvent: C(C)(=O)OCC (ethyl acetate). Reaction conditions: temperature 65 celsius. Yields the product CC(C)(C)[Si](OCCCC1=NC=CC=2C(=CC=CC12)C(NO)=N)(C)C (1-(3-{[(1,1-Dimethylethyl)(dimethyl)silyl]oxy}propyl)-N-hydroxy-5-isoquinolinecarboximidamide). Yield: 60.8%. As a reaction SMILES: [CH3:1][C:2]([Si:5]([CH3:23])([CH3:22])[O:6][CH2:7][CH2:8][CH2:9][C:10]1[C:19]2[CH:18]=[CH:17][CH:16]=[C:15]([C:20]#[N:21])[C:14]=2[CH:13]=[CH:12][N:11]=1)([CH3:4])[CH3:3].C(O)C.C(=O)(O)[O-].[Na+].Cl.[NH2:33][OH:34]>C(OCC)(=O)C>[CH3:4][C:2]([Si:5]([CH3:22])([CH3:23])[O:6][CH2:7][CH2:8][CH2:9][C:10]1[C:19]2[CH:18]=[CH:17][CH:16]=[C:15]([C:20](=[NH:21])[NH:33][OH:34])[C:14]=2[CH:13]=[CH:12][N:11]=1)([CH3:1])[CH3:3] |f:2.3,4.5|. Procedure: A round bottomed flask was charged with 1-(3-{[(1,1-dimethylethyl)(dimethyl)silyl]oxy}propyl)-5-isoquinolinecarbonitrile (D12; 417 mg, 1.28 mmol), ethanol (10 ml), sodium bicarbonate (107 mg, 12.8 mmol) and hydroxylamine hydrochloride (710 mg, 10.2 mmol). The vessel was fitted with a reflux condenser and warmed to 65° C. overnight. The resulting slurry was diluted with ethyl acetate and filtered through celite. The filtrate was concentrated in vacuo to give a yellow oil that was purified by flas... Starting materials: CS(=O)(=O)OCCOC1=CC(=CC=C1)N1N=C(C=C1NC(N[C@H]1CC[C@H](C2=CC=CC=C12)OC=1C=CC=2N(C1)C(=NN2)N2[C@H](CCCC2)C)=O)C(CO[Si](C2=CC=CC=C2)(C2=CC=CC=C2)C(C)(C)C)(C)C (2-{3-[3-(1-{[tert-Butyl(diphenyl)silyl]oxy}-2-methylpropan-2-yl)-5-({[(1S,4R)-4-({3-[(2S)-2-methylpiperidin-1-yl][1,2,4]triazolo[4,3-a]pyridin-6-yl}oxy)-1,2,3,4-tetrahydronaphthalen-1-yl]carbamoyl}amino)-1H-pyrazol-1-yl]phenoxy}ethyl methanesulfonate), solution, CNC (dimethylamine). Run in C1CCOC1 (THF), C1CCOC1 (THF). Conditions: temperature 60 celsius, time 18 hour. Product: [Si](C1=CC=CC=C1)(C1=CC=CC=C1)(C(C)(C)C)OCC(C)(C)C1=NN(C(=C1)NC(=O)N[C@H]1CC[C@H](C2=CC=CC=C12)OC=1C=CC=2N(C1)C(=NN2)N2[C@H](CCCC2)C)C2=CC(=CC=C2)OCCN(C)C (1-[3-(1-{[tert-Butyl(diphenyl)silyl]oxy}-2-methylpropan-2-yl)-1-{3-[2-(dimethylamino)ethoxy]phenyl}-1H-pyrazol-5-yl]-3-[(1S,4R)-4-({3-[(2S)-2-methylpiperidin-1-yl][1,2,4]triazolo[4,3-a]pyridin-6-yl}oxy)-1,2,3,4-tetrahydronaphthalen-1-yl]urea). Isolated yield 75.0%. Reaction SMILES: CS(O[CH2:6][CH2:7][O:8][C:9]1[CH:14]=[CH:13][CH:12]=[C:11]([N:15]2[C:19]([NH:20][C:21](=[O:50])[NH:22][C@@H:23]3[C:32]4[C:27](=[CH:28][CH:29]=[CH:30][CH:31]=4)[C@H:26]([O:33][C:34]4[CH:35]=[CH:36][C:37]5[N:38]([C:40]([N:43]6[CH2:48][CH2:47][CH2:46][CH2:45][C@@H:44]6[CH3:49])=[N:41][N:42]=5)[CH:39]=4)[CH2:25][CH2:24]3)=[CH:18][C:17]([C:51]([CH3:72])([CH3:71])[CH2:52][O:53][Si:54]([C:67]([CH3:70])([CH3:69])[CH3:68])([C:61]3[CH:66]=[CH:65][CH:64]=[CH:63][CH:62]=3)[C:55]3[CH:60]=[CH:59][CH:58]=[CH:57][CH:56]=3)=[N:16]2)[CH:10]=1)(=O)=O.[CH3:73][NH:74][CH3:75]>C1COCC1>[Si:54]([O:53][CH2:52][C:51]([C:17]1[CH:18]=[C:19]([NH:20][C:21]([NH:22][C@@H:23]2[C:32]3[C:27](=[CH:28][CH:29]=[CH:30][CH:31]=3)[C@H:26]([O:33][C:34]3[CH:35]=[CH:36][C:37]4[N:38]([C:40]([N:43]5[CH2:48][CH2:47][CH2:46][CH2:45][C@@H:44]5[CH3:49])=[N:41][N:42]=4)[CH:39]=3)[CH2:25][CH2:24]2)=[O:50])[N:15]([C:11]2[CH:12]=[CH:13][CH:14]=[C:9]([O:8][CH2:7][CH2:6][N:74]([CH3:75])[CH3:73])[CH:10]=2)[N:16]=1)([CH3:71])[CH3:72])([C:67]([CH3:68])([CH3:69])[CH3:70])([C:61]1[CH:66]=[CH:65][CH:64]=[CH:63][CH:62]=1)[C:55]1[CH:60]=[CH:59][CH:58]=[CH:57][CH:56]=1. Procedure: A solution of Intermediate 153i (131 mg, 0.13 mmol) in THF (0.8 mL) was treated with a 2M solution of dimethylamine in THF (1.3 mL, 2.6 mmol) and the mixture was stirred at 60° C. for 18 h. The cooled solution was concentrated in vacuo, and the residue was partitioned between DCM and water. The phases were separated and the aqueous layer was extracted with DCM (×2). The combined organic phase was washed with brine, dried (Na2SO4) and concentrated in vacuo to a brown gum. The gum was purified by ... Starting materials: Nc1cccc(-c2c(Cc3ccccc3)cnc3c(C(F)(F)F)cccc23)c1, O=Cc1ccc(F)cc1C(F)(F)F. Product: Fc1ccc(CNc2cccc(-c3c(Cc4ccccc4)cnc4c(C(F)(F)F)cccc34)c2)c(C(F)(F)F)c1. RXN SMILES: [CH2:1]([c:2]1[cH:3][cH:4][cH:5][cH:6][cH:7]1)[c:8]1[cH:9][n:10][c:11]2[c:12]([C:25]([F:26])([F:27])[F:28])[cH:13][cH:14][cH:15][c:16]2[c:17]1-[c:18]1[cH:19][c:20]([NH2:24])[cH:21][cH:22][cH:23]1.[F:29][c:30]1[cH:31][c:32]([C:38]([F:39])([F:40])[F:41])[c:33]([CH:34]=[O:35])[cH:36][cH:37]1>>[CH2:1]([c:2]1[cH:3][cH:4][cH:5][cH:6][cH:7]1)[c:8]1[cH:9][n:10][c:11]2[c:12]([C:25]([F:26])([F:27])[F:28])[cH:13][cH:14][cH:15][c:16]2[c:17]1-[c:18]1[cH:19][c:20]([NH:24][CH2:34][c:33]2[c:32]([C:38]([F:39])([F:40])[F:41])[cH:31][c:30]([F:29])[cH:37][cH:36]2)[cH:21][cH:22][cH:23]1. Starting materials: Cl.C[C@@H](C1=CC=C(C=C1)[N+](=O)[O-])N ((S)-(-)-α-methyl-4-nitrobenzylamine hydrochloride), [OH-].[Na+] (sodium hydroxide), ice water, CCOCC (ether), C(C1=CC=CC=C1)OC(=O)Cl (benzylchloroformate), [OH-].[Na+] (sodium hydroxide). Solvent: CC(=O)C (acetone), CC(=O)C (acetone). The product is C(=O)(OCC1=CC=CC=C1)N[C@H](C1=CC=C(C=C1)[N+](=O)[O-])C ((S)-(-)-N-Carbobenzyloxy-α-methyl-4-nitrobenzylamine). Reaction SMILES: Cl.[CH3:2][C@H:3]([NH2:13])[C:4]1[CH:9]=[CH:8][C:7]([N+:10]([O-:12])=[O:11])=[CH:6][CH:5]=1.[OH-].[Na+].[CH2:16]([O:23][C:24](Cl)=[O:25])[C:17]1[CH:22]=[CH:21][CH:20]=[CH:19][CH:18]=1.CCOCC>CC(C)=O>[C:24]([NH:13][C@@H:3]([CH3:2])[C:4]1[CH:5]=[CH:6][C:7]([N+:10]([O-:12])=[O:11])=[CH:8][CH:9]=1)([O:23][CH2:16][C:17]1[CH:22]=[CH:21][CH:20]=[CH:19][CH:18]=1)=[O:25] |f:0.1,2.3|. Procedure details: To a solution of (S)-(-)-α-methyl-4-nitrobenzylamine hydrochloride (7.96 gm, 48 mmol) in acetone (20 mL) was added 5N sodium hydroxide (10 mL, 50 imol) and the solution was cooled in an ice bath. Solutions of benzylchloroformate (9.8 mL, 53 mmol) in acetone (10 mL) and 5N sodium hydroxide (11 mL, 55 mmol) were simultaneously added over 0.5 hr and the reaction was then allowed to warm to rt over 16 hrs. The reaction was poured into a mixture of ice water and ether and the layers were separated. T...